Dataset: the Open Reaction Database (ORD), a public repository of structured organic reaction records. Task: describe an organic reaction: reactants, conditions, products, and yield The reactants are C[C@@H](C1=CC=CC=C1)N ((S)-α-methylbenzylamine), C(C)(C)N(CC)C(C)C (diisopropylethylamine), BrCC(=O)OC (methyl bromoacetate). Solvent: C(C)(=O)OCC (ethyl acetate), C(C)#N (acetonitrile). Reaction conditions: time 8 hour. Yields the product C1(=CC=CC=C1)[C@H](C)NCC(=O)OC (Methyl 2-[(1S)-1-phenylethyl]aminoacetate). Yield: 86.0%. Reaction SMILES: [CH3:1][C@H:2]([NH2:9])[C:3]1[CH:8]=[CH:7][CH:6]=[CH:5][CH:4]=1.C(N(C(C)C)CC)(C)C.Br[CH2:20][C:21]([O:23][CH3:24])=[O:22]>C(#N)C.C(OCC)(=O)C>[C:3]1([C@@H:2]([NH:9][CH2:20][C:21]([O:23][CH3:24])=[O:22])[CH3:1])[CH:8]=[CH:7][CH:6]=[CH:5][CH:4]=1. Procedure: To a solution of (S)-α-methylbenzylamine (3.87 mL, 0.03 mol) in acetonitrile (50 mL) was added diisopropylethylamine (5.23 mL, 0.03 mol), followed by methyl bromoacetate (2.84 mL, 0.03 mol). The reaction was stirred under nitrogen, at room temperature, overnight. The solution was concentrated and the residue partitioned between ethyl acetate and saturated NaHCO3. The aqueous layer was separated, and the product extracted three times with ethyl acetate. The ethyl acetate solutions were combined, ... Reactants: COC=1C=C2C(=C(C(C2=CC1)=O)C1=CC=NC=C1)C1=CC=CC=C1 (5-Methoxy-3-phenyl-2-(pyridin-4-yl)-1H-inden-1-one), FC=1C=C(C=C(C1)F)C1=C(C(C2=CC=C(C=C12)OC)=O)C=1C=NC=CC1 (3-(3,5-difluorophenyl)-5-methoxy-2-(pyridin-3-yl)-1H-inden-1-one). Yields the product OC=1C=C2C(=C(C(C2=CC1)=O)C1=CC=NC=C1)C1=CC=CC=C1 (5-Hydroxy-3-phenyl-2-(pyridin-4-yl)-1H-inden-1-one). Yield: 88.0%. As a reaction SMILES: C[O:2][C:3]1[CH:4]=[C:5]2[C:9](=[CH:10][CH:11]=1)[C:8](=[O:12])[C:7]([C:13]1[CH:18]=[CH:17][N:16]=[CH:15][CH:14]=1)=[C:6]2[C:19]1[CH:24]=[CH:23][CH:22]=[CH:21][CH:20]=1.FC1C=C(C2C3C(=CC=C(OC)C=3)C(=O)C=2C2C=NC=CC=2)C=C(F)C=1>>[OH:2][C:3]1[CH:4]=[C:5]2[C:9](=[CH:10][CH:11]=1)[C:8](=[O:12])[C:7]([C:13]1[CH:14]=[CH:15][N:16]=[CH:17][CH:18]=1)=[C:6]2[C:19]1[CH:24]=[CH:23][CH:22]=[CH:21][CH:20]=1. Reported procedure: The procedure of Step 5 of Example 128 was repeated except for using 5-methoxy-3-phenyl-2-(pyridin-4-yl)-1H-inden-1-one obtained in Step 1 as a starting material instead of 3-(3,5-difluorophenyl)-5-methoxy-2-(pyridin-3-yl)-1H-inden-1-one to obtain the title compound (88%).